From a dataset of the Open Reaction Database (ORD), a public repository of structured organic reaction records. describe an organic reaction: reactants, conditions, products, and yield Starting materials: CC(=O)O, CCOc1cc(CC)cc(C(Nc2ccc3c(N(C(=O)OC(C)(C)C)C(=O)OC(C)(C)C)nccc3c2)c2nc(-c3ccccc3)cn2C(c2ccccc2)(c2ccccc2)c2ccccc2)c1F. Product: CCOc1cc(CC)cc(C(Nc2ccc3c(N(C(=O)OC(C)(C)C)C(=O)OC(C)(C)C)nccc3c2)c2nc(-c3ccccc3)c[nH]2)c1F. Reaction SMILES: [C:70]([OH:71])(=[O:72])[CH3:73].[c:1]1(-[c:7]2[n:8][c:9]([CH:31]([c:32]3[c:33]([F:43])[c:34]([O:40][CH2:41][CH3:42])[cH:35][c:36]([CH2:38][CH3:39])[cH:37]3)[NH:44][c:45]3[cH:46][c:47]4[cH:48][cH:49][n:50][c:51]([N:55]([C:56](=[O:57])[O:58][C:59]([CH3:60])([CH3:61])[CH3:62])[C:63](=[O:64])[O:65][C:66]([CH3:67])([CH3:68])[CH3:69])[c:52]4[cH:53][cH:54]3)[n:10]([C:12]([c:13]3[cH:14][cH:15][cH:16][cH:17][cH:18]3)([c:19]3[cH:20][cH:21][cH:22][cH:23][cH:24]3)[c:25]3[cH:26][cH:27][cH:28][cH:29][cH:30]3)[cH:11]2)[cH:2][cH:3][cH:4][cH:5][cH:6]1>>[c:1]1(-[c:7]2[n:8][c:9]([CH:31]([c:32]3[c:33]([F:43])[c:34]([O:40][CH2:41][CH3:42])[cH:35][c:36]([CH2:38][CH3:39])[cH:37]3)[NH:44][c:45]3[cH:46][c:47]4[cH:48][cH:49][n:50][c:51]([N:55]([C:56](=[O:57])[O:58][C:59]([CH3:60])([CH3:61])[CH3:62])[C:63](=[O:64])[O:65][C:66]([CH3:67])([CH3:68])[CH3:69])[c:52]4[cH:53][cH:54]3)[nH:10][cH:11]2)[cH:2][cH:3][cH:4][cH:5][cH:6]1. Isolated yield 93.9%. Solvent: O (water). The reactants are C(O)([O-])=O.[Na+] (sodium hydrogen carbonate), Cl.NC1C(N(C2=CC=C(C=C12)OC)C1=CC=C(C=C1)F)=O (3-amino-1-(4-fluorophenyl)-5-methoxy-2,3-dihydro-1H-indol-2-one hydrochloride), C(C1=CC=CC=C1)OC(=O)Cl (benzyloxycarbonyl chloride), ClC(C)Cl (dichloroethane). The product is COC=1C=C2C(C(N(C2=CC1)C1=CC=C(C=C1)F)=O)NC(=O)OCC1=CC=CC=C1 (5-methoxy-1-(4-fluorophenyl)-3-(benzyloxycarbonylamino)-2,3-dihydro-1H-indol-2-one). Procedure: A mixture of 30.0 g (0.0972 mole) of 3-amino-1-(4-fluorophenyl)-5-methoxy-2,3-dihydro-1H-indol-2-one hydrochloride, 18.2 g of benzyloxycarbonyl chloride, 200 ml of anhydrous dichloroethane and 200 ml of water was cooled in an ice-salt bath, and to the mixture was added 27.0 g of sodium hydrogen carbonate over 10 minutes under argon atmosphere while stirring. After the mixture was stirred at the same temperature for 20 minutes and at the room temperature for 20 minutes, the reaction mixture was w... As a reaction SMILES: Cl.[NH2:2][CH:3]1[C:11]2[C:6](=[CH:7][CH:8]=[C:9]([O:12][CH3:13])[CH:10]=2)[N:5]([C:14]2[CH:19]=[CH:18][C:17]([F:20])=[CH:16][CH:15]=2)[C:4]1=[O:21].[CH2:22]([O:29][C:30](Cl)=[O:31])[C:23]1[CH:28]=[CH:27][CH:26]=[CH:25][CH:24]=1.ClC(Cl)C.C(=O)([O-])O.[Na+]>O>[CH3:13][O:12][C:9]1[CH:10]=[C:11]2[C:6](=[CH:7][CH:8]=1)[N:5]([C:14]1[CH:19]=[CH:18][C:17]([F:20])=[CH:16][CH:15]=1)[C:4](=[O:21])[CH:3]2[NH:2][C:30]([O:29][CH2:22][C:23]1[CH:28]=[CH:27][CH:26]=[CH:25][CH:24]=1)=[O:31] |f:0.1,4.5|. Reported procedure: The synaptosomal suspension was incubated for 10 minutes at 37° C. to restore metabolic activity. [3H]Dopamine ([3H]DA, specific activity=28.0 Ci/mmol, NEN Research Products) was added at a final concentration of 0.1 μM and the suspension was incubated at 37° C. for another 10 minutes. 50 μL aliquots of tissue +100 μL perfusion buffer were loaded into the suprafusion chambers of a Brandel Suprafusion System (series 2500, Gaithersburg, Md.). Perfusion buffer (room temperature) was pumped into the... RXN SMILES: [NH2:1][CH2:2][CH2:3][C:4]1[CH2:5][CH:6]([C:8](=[CH:10][CH:11]=1)[OH:9])[OH:7].N1C=C(C2CCCN2C)C=CC=1>>[NH2:1][CH2:2][CH2:3][C:4]1[CH:11]=[CH:10][C:8]([OH:9])=[C:6]([OH:7])[CH:5]=1. Run at time 10 minute. Reactants: NCCC=1CC(O)C(O)=CC1 ([3H]Dopamine), compound, N1=CC=CC(=C1)C1N(C)CCC1 (nicotine). Yields the product NCCC1=CC(O)=C(O)C=C1 (Dopamine). The reactants are Cl (hydrochloric acid), CCOC(=S)[S-].[K+] (potassium ethyl xanthogenate), ice water, NC=1C(=CC(=C(C1)N1N=C(N(C1=O)C)C)F)Br (1-(5-amino-4-bromo-2-fluorophenyl)-3,4-dimethyl-1H-1,2,4-triazol-5(4H)-one). Solvent: CN(C=O)C (N,N-dimethylformamide). Conditions: temperature 140 celsius. The product is FC1=CC2=C(N=C(S2)S)C=C1N1N=C(N(C1=O)C)C (1-(6-fluoro-2-mercaptobenzo[d]thiazol-5-yl)-3,4-dimethyl-1H-1,2,4-triazol-5(4H)-one). Isolated yield 75.0%. RXN SMILES: [NH2:1][C:2]1[C:3](Br)=[CH:4][C:5]([F:16])=[C:6]([N:8]2[C:12](=[O:13])[N:11]([CH3:14])[C:10]([CH3:15])=[N:9]2)[CH:7]=1.CCO[C:21]([S-:23])=[S:22].[K+].Cl>CN(C)C=O>[F:16][C:5]1[C:6]([N:8]2[C:12](=[O:13])[N:11]([CH3:14])[C:10]([CH3:15])=[N:9]2)=[CH:7][C:2]2[N:1]=[C:21]([SH:23])[S:22][C:3]=2[CH:4]=1 |f:1.2|. Procedure: 30 mL N,N-dimethylformamide was charged with 0.01 mol 1-(5-amino-4-bromo-2-fluorophenyl)-3,4-dimethyl-1H-1,2,4-triazol-5(4H)-one. The mixture was stirred until it became clear. 0.02 mol potassium ethyl xanthogenate was added to the mixture in two portions. The mixture was refluxed at 140° C. for 6 h, cooled, and poured into 100 mL ice water slurry. The mixture was acidified with 6 mol/L hydrochloric acid, and a large amount of solid materials crushed out. The title compound was obtained in a 75%... Product: IC=1C(=NC(=NC1)NC1=CC=C(C#N)C=C1)NC (4-((5-iodo-4-(methylamino)pyrimidin-2-yl)amino)benzonitrile). Procedure: To a solution of 4-((4-chloro-5-iodopyrimidin-2-yl)amino)benzonitrile (J12, 25 mg) in tetrahydrofuran (1 mL), N,N-diisopropylethylamine (37 μL) and a 2.0 mol/L solution of methylamine in tetrahydrofuran (105 μL) were added at room temperature, and the mixture was stirred at room temperature for 19 hours. To the reaction mixture, water (5 mL) was added. The solid matter was taken by filtration, washed with water, and then dried under reduced pressure to obtain 4-((5-iodo-4-(methylamino)pyrimidin-... As a reaction SMILES: Cl[C:2]1[C:7]([I:8])=[CH:6][N:5]=[C:4]([NH:9][C:10]2[CH:17]=[CH:16][C:13]([C:14]#[N:15])=[CH:12][CH:11]=2)[N:3]=1.[CH3:18][NH2:19].O>O1CCCC1.C(N(CC)C(C)C)(C)C>[I:8][C:7]1[C:2]([NH:19][CH3:18])=[N:3][C:4]([NH:9][C:10]2[CH:17]=[CH:16][C:13]([C:14]#[N:15])=[CH:12][CH:11]=2)=[N:5][CH:6]=1. Reaction conditions: time 19 hour. Reactants: ClC1=NC(=NC=C1I)NC1=CC=C(C#N)C=C1 (4-((4-chloro-5-iodopyrimidin-2-yl)amino)benzonitrile), solution, CN (methylamine), O (water). Solvent: O1CCCC1 (tetrahydrofuran), C(C)(C)N(C(C)C)CC (N,N-diisopropylethylamine), O1CCCC1 (tetrahydrofuran). Reactants: CCOCCn1c(N2CCCN(C(=O)OCC)CC2)nc2ccccc21, CO, ClCCl, [K+], NN, [OH-], O, O, OCCO. Product: CCOCCn1c(N2CCCNCC2)nc2ccccc21. RXN SMILES: [CH2:6]([O:7][C:8](=[O:9])[N:11]1[CH2:12][CH2:13][N:14]([c:18]2[n:19][c:20]3[c:21]([n:22]2[CH2:23][CH2:24][O:25][CH2:26][CH3:27])[cH:28][cH:29][cH:30][cH:31]3)[CH2:15][CH2:16][CH2:17]1)[CH3:10].[CH3:1][OH:2].[Cl:3][CH2:4][Cl:5].[K+:36].[NH2:33][NH2:34].[OH-:35].[OH2:32].[OH2:41].[OH:37][CH2:38][CH2:39][OH:40]>>[NH:11]1[CH2:12][CH2:13][N:14]([c:18]2[n:19][c:20]3[c:21]([n:22]2[CH2:23][CH2:24][O:25][CH2:26][CH3:27])[cH:28][cH:29][cH:30][cH:31]3)[CH2:15][CH2:16][CH2:17]1. The reactants are C(C1=CC=CC=C1)OC1=C(C=CC(=C1)I)N1CC(N(S1(=O)=O)CC[Si](C)(C)C)=O (5-(2-benzyloxy-4-iodophenyl)-1,1-dioxo-2-(2-trimethylsilanylethyl)-1,2,5-thiadiazolidin-3-one), C(C=C)C1=CC(=C(C=C1)OC)OC (4-allyl-1,2-dimethoxybenzene). Yields the product COC=1C=C(C=CC1OC)CCCC1=CC(=C(C=C1)N1CC(NS1(=O)=O)=O)O (5-{4-[3-(3,4-Dimethoxyphenyl)-propyl]-2-hydroxyphenyl}-1,1-dioxo-1,2,5-thiadiazolidin-3-one). RXN SMILES: C([O:8][C:9]1[CH:14]=[C:13](I)[CH:12]=[CH:11][C:10]=1[N:16]1[S:20](=[O:22])(=[O:21])[N:19](CC[Si](C)(C)C)[C:18](=[O:29])[CH2:17]1)C1C=CC=CC=1.[CH2:30]([C:33]1[CH:38]=[CH:37][C:36]([O:39][CH3:40])=[C:35]([O:41][CH3:42])[CH:34]=1)[CH:31]=[CH2:32]>>[CH3:42][O:41][C:35]1[CH:34]=[C:33]([CH2:30][CH2:31][CH2:32][C:13]2[CH:12]=[CH:11][C:10]([N:16]3[S:20](=[O:21])(=[O:22])[NH:19][C:18](=[O:29])[CH2:17]3)=[C:9]([OH:8])[CH:14]=2)[CH:38]=[CH:37][C:36]=1[O:39][CH3:40]. Reported procedure: The title compound is prepared from 5-(2-benzyloxy-4-iodophenyl)-1,1-dioxo-2-(2-trimethylsilanylethyl)-1,2,5-thiadiazolidin-3-one and 4-allyl-1,2-dimethoxybenzene analogous to Example 51: (M−1)−=405. Starting materials: COc1cc2c(Oc3ccc(NC(=O)C4(C(=O)O)CC4)cc3F)ncnc2cc1OCc1ccccc1, CC(=O)O, CO, ClCCl, [NH-]c1ccc(F)cc1, [H][H]. The product is [NH-]c1ccc(F)cc1, COc1cc2c(Oc3ccc(NC(=O)C4(C(=O)O)CC4)cc3F)ncnc2cc1O. Reaction SMILES: [CH2:9]([c:10]1[cH:11][cH:12][cH:13][cH:14][cH:15]1)[O:16][c:17]1[c:18]([O:44][CH3:45])[cH:19][c:20]2[c:21]([O:27][c:28]3[c:29]([F:43])[cH:30][c:31]([NH:34][C:35](=[O:36])[C:37]4([C:40](=[O:41])[OH:42])[CH2:38][CH2:39]4)[cH:32][cH:33]3)[n:22][cH:23][n:24][c:25]2[cH:26]1.[CH3:46][C:47](=[O:48])[OH:49].[CH3:53][OH:54].[Cl:50][CH2:51][Cl:52].[F:1][c:2]1[cH:3][cH:4][c:5]([NH-:8])[cH:6][cH:7]1.[H:55][H:56]>>[F:1][c:2]1[cH:3][cH:4][c:5]([NH-:8])[cH:6][cH:7]1.[OH:16][c:17]1[c:18]([O:44][CH3:45])[cH:19][c:20]2[c:21]([O:27][c:28]3[c:29]([F:43])[cH:30][c:31]([NH:34][C:35](=[O:36])[C:37]4([C:40](=[O:41])[OH:42])[CH2:38][CH2:39]4)[cH:32][cH:33]3)[n:22][cH:23][n:24][c:25]2[cH:26]1. Starting materials: C(C)OC(=O)N1CCN(CC1)C([C@H](CCC(=O)O)NC(=O)C1=NN(C(=C1)OCC(=O)N1[C@@H](CCC1)C(NC1CCC1)=O)C1=CC(=CC=C1)F)=O (4-((S)-4-Carboxy-2-{[5-[2-((S)-2-cyclobutylcarbamoyl-pyrrolidin-1-yl)-2-oxo-ethoxy]-1-(3-fluoro-phenyl)-1H-pyrazole-3-carbonyl]-amino}-butyryl)-piperazine-1-carboxylic acid ethyl ester), C(CCl)Cl (EDC), C(C)O (ethanol). Reagents/catalysts: CN(C)C=1C=CN=CC1 (DMAP). Solvent: ClCCl (dichloromethane). Product: C(C)OC(=O)N1CCN(CC1)C([C@H](CCC(=O)OOCC)NC(=O)C1=NN(C(=C1)OCC(=O)N1[C@@H](CCC1)C(NC1CCC1)=O)C1=CC(=CC=C1)F)=O (4-((S)-2-{[5-[2-((S)-2-Cyclobutylcarbamoyl-pyrrolidin-1-yl)-2-oxo-ethoxy]-1-(3-fluoro-phenyl)-1H-pyrazole-3-carbonyl]-amino}-4-ethoxyoxycarbonyl-butyryl)-piperazine-1-carboxylic acid ethyl ester). As a reaction SMILES: [CH2:1]([O:3][C:4]([N:6]1[CH2:11][CH2:10][N:9]([C:12](=[O:50])[C@@H:13]([NH:19][C:20]([C:22]2[CH:26]=[C:25]([O:27][CH2:28][C:29]([N:31]3[CH2:35][CH2:34][CH2:33][C@H:32]3[C:36](=[O:42])[NH:37][CH:38]3[CH2:41][CH2:40][CH2:39]3)=[O:30])[N:24]([C:43]3[CH:48]=[CH:47][CH:46]=[C:45]([F:49])[CH:44]=3)[N:23]=2)=[O:21])[CH2:14][CH2:15][C:16]([OH:18])=[O:17])[CH2:8][CH2:7]1)=[O:5])[CH3:2].C(Cl)CCl.[CH2:55]([OH:57])[CH3:56]>ClCCl.CN(C1C=CN=CC=1)C>[CH2:1]([O:3][C:4]([N:6]1[CH2:11][CH2:10][N:9]([C:12](=[O:50])[C@@H:13]([NH:19][C:20]([C:22]2[CH:26]=[C:25]([O:27][CH2:28][C:29]([N:31]3[CH2:35][CH2:34][CH2:33][C@H:32]3[C:36](=[O:42])[NH:37][CH:38]3[CH2:39][CH2:40][CH2:41]3)=[O:30])[N:24]([C:43]3[CH:48]=[CH:47][CH:46]=[C:45]([F:49])[CH:44]=3)[N:23]=2)=[O:21])[CH2:14][CH2:15][C:16]([O:18][O:57][CH2:55][CH3:56])=[O:17])[CH2:8][CH2:7]1)=[O:5])[CH3:2]. Procedure details: To a solution of 1.60 g 4-((S)-4-Carboxy-2-{[5-[2-((S)-2-cyclobutylcarbamoyl-pyrrolidin-1-yl)-2-oxo-ethoxy]-1-(3-fluoro-phenyl)-1H-pyrazole-3-carbonyl]-amino}-butyryl)-piperazine-1-carboxylic acid ethyl ester in 30 ml dichloromethane were added 526 mg EDC, 335 mg DMAP and 676 μl ethanol. After 3 h the reaction mixture was concentrated and the residue purified by preparative HPLC (C18 reverse phase column, elution with a water/MeCN gradient with 0.1% TFA). The fractions containing the product wer... The reactants are N1CCOCC1 (Morpholine), [BH-](OC(=O)C)(OC(=O)C)OC(=O)C.[Na+] (NaBH(OAc)3), NC=1N=CC(=NC1C=O)C=1C=C(C(=O)NCC2=CC=CC=C2)C=CC1 (3-(5-Amino-6-formylpyrazin-2-yl)-N-benzylbenzamide). The solvent is C([O-])([O-])=O.[Na+].[Na+] (sodium carbonate), ClC(C)Cl (dichloroethane). Run at time 20 hour. Yields the product NC=1N=CC(=NC1CN1CCOCC1)C=1C=C(C(=O)N(C2=CC=CC=C2)CC2=CC=CC=C2)C=CC1 (3-[5-Amino-6-(morpholin-4-ylmethyl)pyrazin-2-yl]-N-(phenylmethyl)benzamiide). The yield is 153.5%. Reaction SMILES: [NH2:1][C:2]1[N:3]=[CH:4][C:5]([C:10]2[CH:11]=[C:12]([CH:23]=[CH:24][CH:25]=2)[C:13]([NH:15][CH2:16][C:17]2[CH:22]=[CH:21][CH:20]=[CH:19][CH:18]=2)=[O:14])=[N:6][C:7]=1[CH:8]=O.[NH:26]1[CH2:31][CH2:30][O:29][CH2:28][CH2:27]1.[BH-](O[C:42]([CH3:44])=O)(OC(C)=O)OC(C)=O.[Na+]>ClC(Cl)C.C(=O)([O-])[O-].[Na+].[Na+]>[NH2:1][C:2]1[N:3]=[CH:4][C:5]([C:10]2[CH:11]=[C:12]([CH:23]=[CH:24][CH:25]=2)[C:13]([N:15]([CH2:16][C:17]2[CH:22]=[CH:21][CH:20]=[CH:19][CH:18]=2)[C:44]2[CH:42]=[CH:25][CH:10]=[CH:5][CH:4]=2)=[O:14])=[N:6][C:7]=1[CH2:8][N:26]1[CH2:31][CH2:30][O:29][CH2:28][CH2:27]1 |f:2.3,5.6.7|. Procedure details: 3-(5-Amino-6-formylpyrazin-2-yl)-N-benzylbenzamide (1.27 g, 3.83 mmol) was dissolved in dichloroethane (30 mL) at 0° C. Morpholine (400 mg, 4.6 mmol), and NaBH(OAc)3 (2.03 g, 9.58 mmol) were added and the reaction was stirred at room temperature for 20 h. The reaction mixture was diluted with saturated sodium carbonate and extracted 3× with ethyl acetate. The combined ethyl acetate layers were dried over sodium sulfate, filtered, and concentrated iii vacuo to afford the product (1.41 g, 88% yiel...